From a dataset of the Open Reaction Database (ORD), a public repository of structured organic reaction records. describe an organic reaction: reactants, conditions, products, and yield Starting materials: O=C(c1ncc[nH]1)c1ncc[nH]1, CC(C)(C)OC(=O)N1CCNCC1, O=C(O)C1CCN(C(=O)OCc2ccccc2)CC1, ClCCl, C1CCOC1. Product: CC(C)(C)OC(=O)N1CCN(C(=O)C2CCN(C(=O)OCc3ccccc3)CC2)CC1. As a reaction SMILES: [C:20]([c:21]1[nH:22][cH:23][cH:24][n:25]1)([c:26]1[nH:27][cH:28][cH:29][n:30]1)=[O:31].[C:32]([CH3:33])([CH3:34])([CH3:35])[O:36][C:37](=[O:38])[N:39]1[CH2:40][CH2:41][NH:42][CH2:43][CH2:44]1.[CH2:1]([c:2]1[cH:3][cH:4][cH:5][cH:6][cH:7]1)[O:8][C:9](=[O:10])[N:11]1[CH2:12][CH2:13][CH:14]([C:15](=[O:16])[OH:17])[CH2:18][CH2:19]1.[Cl:50][CH2:51][Cl:52].[O:45]1[CH2:46][CH2:47][CH2:48][CH2:49]1>>[CH2:1]([c:2]1[cH:3][cH:4][cH:5][cH:6][cH:7]1)[O:8][C:9](=[O:10])[N:11]1[CH2:12][CH2:13][CH:14]([C:15](=[O:17])[N:42]2[CH2:41][CH2:40][N:39]([C:37]([O:36][C:32]([CH3:33])([CH3:34])[CH3:35])=[O:38])[CH2:44][CH2:43]2)[CH2:18][CH2:19]1.